This data is from the Open Reaction Database (ORD), a public repository of structured organic reaction records. The task is: describe an organic reaction: reactants, conditions, products, and yield Reactants: [BH4-], COC(=O)Cn1cc(C=C2CN(C(c3ccccc3)(c3ccccc3)c3ccccc3)CCC2=O)nn1, [Na+], C1CCOC1. As a reaction SMILES: [BH4-:1].[CH3:3][O:4][C:5](=[O:6])[CH2:7][n:8]1[n:9][n:10][c:11]([CH:13]=[C:14]2[CH2:15][N:16]([C:21]([c:22]3[cH:23][cH:24][cH:25][cH:26][cH:27]3)([c:28]3[cH:29][cH:30][cH:31][cH:32][cH:33]3)[c:34]3[cH:35][cH:36][cH:37][cH:38][cH:39]3)[CH2:17][CH2:18][C:19]2=[O:20])[cH:12]1.[Na+:2].[O:40]1[CH2:41][CH2:42][CH2:43][CH2:44]1>>[CH3:3][O:4][C:5](=[O:6])[CH2:7][n:8]1[n:9][n:10][c:11]([CH:13]=[C:14]2[CH2:15][N:16]([C:21]([c:22]3[cH:23][cH:24][cH:25][cH:26][cH:27]3)([c:28]3[cH:29][cH:30][cH:31][cH:32][cH:33]3)[c:34]3[cH:35][cH:36][cH:37][cH:38][cH:39]3)[CH2:17][CH2:18][CH:19]2[OH:20])[cH:12]1. Yields the product COC(=O)Cn1cc(C=C2CN(C(c3ccccc3)(c3ccccc3)c3ccccc3)CCC2O)nn1. The reactants are CC(=O)N1CCN(c2ccc(NC(=O)Cc3ccc(I)cc3)nc2)CC1, O=C([O-])[O-], Cc1ccccc1, CCO, OB(O)c1ccnc(F)c1, [Na+], [Na+], c1ccc(P(c2ccccc2)(c2ccccc2)[Pd](P(c2ccccc2)(c2ccccc2)c2ccccc2)(P(c2ccccc2)(c2ccccc2)c2ccccc2)P(c2ccccc2)(c2ccccc2)c2ccccc2)cc1. The product is CC(=O)N1CCN(c2ccc(NC(=O)Cc3ccc(-c4ccnc(F)c4)cc3)nc2)CC1. As a reaction SMILES: [C:1]([CH3:2])(=[O:3])[N:4]1[CH2:5][CH2:6][N:7]([c:10]2[cH:11][cH:12][c:13]([NH:16][C:17]([CH2:18][c:19]3[cH:20][cH:21][c:22]([I:25])[cH:23][cH:24]3)=[O:26])[n:14][cH:15]2)[CH2:8][CH2:9]1.[C:37](=[O:38])([O-:39])[O-:40].[CH3:123][c:124]1[cH:125][cH:126][cH:127][cH:128][cH:129]1.[CH3:43][CH2:44][OH:45].[F:27][c:28]1[n:29][cH:30][cH:31][c:32]([B:34]([OH:35])[OH:36])[cH:33]1.[Na+:41].[Na+:42].[cH:46]1[cH:47][cH:48][c:49]([P:50]([Pd:51]([P:52]([c:53]2[cH:54][cH:55][cH:56][cH:57][cH:58]2)([c:59]2[cH:60][cH:61][cH:62][cH:63][cH:64]2)[c:65]2[cH:66][cH:67][cH:68][cH:69][cH:70]2)([P:71]([c:72]2[cH:73][cH:74][cH:75][cH:76][cH:77]2)([c:78]2[cH:79][cH:80][cH:81][cH:82][cH:83]2)[c:84]2[cH:85][cH:86][cH:87][cH:88][cH:89]2)[P:90]([c:91]2[cH:92][cH:93][cH:94][cH:95][cH:96]2)([c:97]2[cH:98][cH:99][cH:100][cH:101][cH:102]2)[c:103]2[cH:104][cH:105][cH:106][cH:107][cH:108]2)([c:109]2[cH:110][cH:111][cH:112][cH:113][cH:114]2)[c:115]2[cH:116][cH:117][cH:118][cH:119][cH:120]2)[cH:121][cH:122]1>>[C:1]([CH3:2])(=[O:3])[N:4]1[CH2:5][CH2:6][N:7]([c:10]2[cH:11][cH:12][c:13]([NH:16][C:17]([CH2:18][c:19]3[cH:20][cH:21][c:22](-[c:32]4[cH:31][cH:30][n:29][c:28]([F:27])[cH:33]4)[cH:23][cH:24]3)=[O:26])[n:14][cH:15]2)[CH2:8][CH2:9]1. The reactants are CN1CCCC1=O, O=S(=O)(Cl)CCCCl, CCCCc1nc2c(N)nc3ccccc3c2n1CCCCN. Product: CCCCc1nc2c(N)nc3ccccc3c2n1CCCCN1CCCS1(=O)=O. Reaction SMILES: [CH3:32][N:33]1[CH2:34][CH2:35][CH2:36][C:37]1=[O:38].[Cl:24][CH2:25][CH2:26][CH2:27][S:28](=[O:29])(=[O:30])[Cl:31].[NH2:1][CH2:2][CH2:3][CH2:4][CH2:5][n:6]1[c:7]([CH2:20][CH2:21][CH2:22][CH3:23])[n:8][c:9]2[c:10]([NH2:19])[n:11][c:12]3[cH:13][cH:14][cH:15][cH:16][c:17]3[c:18]12>>[N:1]1([CH2:2][CH2:3][CH2:4][CH2:5][n:6]2[c:7]([CH2:20][CH2:21][CH2:22][CH3:23])[n:8][c:9]3[c:10]([NH2:19])[n:11][c:12]4[cH:13][cH:14][cH:15][cH:16][c:17]4[c:18]23)[CH2:25][CH2:26][CH2:27][S:28]1(=[O:29])=[O:30]. The reactants are CCOC(=O)c1c(-c2ccccc2)oc(COC(C)=O)c1-c1ccc(F)cc1, CO, Cl. The product is CCOC(=O)c1c(-c2ccccc2)oc(COC)c1-c1ccc(F)cc1. Reaction SMILES: [C:1](=[O:2])([CH3:3])[O:4][CH2:5][c:6]1[c:7](-[c:22]2[cH:23][cH:24][c:25]([F:28])[cH:26][cH:27]2)[c:8]([C:17](=[O:18])[O:19][CH2:20][CH3:21])[c:9](-[c:11]2[cH:12][cH:13][cH:14][cH:15][cH:16]2)[o:10]1.[CH3:30][OH:31].[ClH:29]>>[CH3:1][O:4][CH2:5][c:6]1[c:7](-[c:22]2[cH:23][cH:24][c:25]([F:28])[cH:26][cH:27]2)[c:8]([C:17](=[O:18])[O:19][CH2:20][CH3:21])[c:9](-[c:11]2[cH:12][cH:13][cH:14][cH:15][cH:16]2)[o:10]1. Reactants: [Al+3], C1CCOC1, CC1(C)Oc2ccccc2NC1=O, [H-], [H-], [H-], [H-], [Li+]. Yields the product CC1(C)CNc2ccccc2O1. As a reaction SMILES: [Al+3:2].[CH2:20]1[O:21][CH2:22][CH2:23][CH2:24]1.[CH3:7][C:8]1([CH3:19])[O:9][c:10]2[c:11]([cH:15][cH:16][cH:17][cH:18]2)[NH:12][C:13]1=[O:14].[H-:1].[H-:4].[H-:5].[H-:6].[Li+:3]>>[CH3:7][C:8]1([CH3:19])[O:9][c:10]2[c:11]([cH:15][cH:16][cH:17][cH:18]2)[NH:12][CH2:13]1. Starting materials: Cc1cc(Br)cc(C)c1CC=CC(=O)OC(C)(C)C, ClCCl, O=C(O)C(F)(F)F. Yields the product Cc1cc(Br)cc(C)c1CC=CC(=O)O. As a reaction SMILES: [Br:8][c:9]1[cH:10][c:11]([CH3:26])[c:12]([CH2:16][CH:17]=[CH:18][C:19](=[O:20])[O:21][C:22]([CH3:23])([CH3:24])[CH3:25])[c:13]([CH3:15])[cH:14]1.[Cl:27][CH2:28][Cl:29].[F:1][C:2]([F:3])([F:4])[C:5]([OH:6])=[O:7]>>[Br:8][c:9]1[cH:10][c:11]([CH3:26])[c:12]([CH2:16][CH:17]=[CH:18][C:19](=[O:20])[OH:21])[c:13]([CH3:15])[cH:14]1.